Dataset: the Open Reaction Database (ORD), a public repository of structured organic reaction records. Task: describe an organic reaction: reactants, conditions, products, and yield Reactants: CC1=C(C=CC=C1)CC(=O)C(C(=O)OCC)CCCCCCCCCCCC (ethyl 2-[(2-methylphenyl)acetyl]tetradecanoate), [OH-].[Na+] (sodium hydroxide), S(O)(O)(=O)=O (sulfuric acid), ice water. Run in C(C)O (ethanol). Conditions: time 66 hour. Product: C(CCCCCCCCCCC)C=1C(C2=CC=CC(=C2C(C1O)=O)C)=O (2-dodecyl-3-hydroxy-5-methyl-1,4-napthoquinone). RXN SMILES: [CH3:1][C:2]1[CH:7]=[CH:6][CH:5]=[CH:4][C:3]=1[CH2:8][C:9]([CH:11]([CH2:17][CH2:18][CH2:19][CH2:20][CH2:21][CH2:22][CH2:23][CH2:24][CH2:25][CH2:26][CH2:27][CH3:28])[C:12]([O:14]CC)=O)=[O:10].S(=O)(=O)(O)[OH:30].[OH-].[Na+]>C(O)C>[CH2:17]([C:11]1[C:12](=[O:14])[C:4]2[C:3]([C:8](=[O:30])[C:9]=1[OH:10])=[C:2]([CH3:1])[CH:7]=[CH:6][CH:5]=2)[CH2:18][CH2:19][CH2:20][CH2:21][CH2:22][CH2:23][CH2:24][CH2:25][CH2:26][CH2:27][CH3:28] |f:2.3|. Procedure: Four parts of crude ethyl 2-[(2-methylphenyl)acetyl]tetradecanoate obtained in Example 3 was combined with 12 parts of cold concentrated sulfuric acid and stirred at room temperature for 66 hours. The mixture was poured into ice water and made slightly basic by the addition of 50% aqueous sodium hydroxide. Enough ethanol was added to dissolve the organic matter and air was then bubbled through the solution for 3 hours. The resulting solution was extracted with 100 parts petroleum ether (twice), ... Starting materials: F[C@@H]1CO[C@@H](CC[C@H]1NC(OC(C)(C)C)=O)C1=C(C=NN1C)[N+](=O)[O-] (tert-butyl ((3S,4R,7S)-3-fluoro-7-(1-methyl-4-nitro-1H-pyrazol-5-yl)oxepan-4-yl)carbamate), F[C@@H]1CO[C@@H](CC[C@H]1NC(OC(C)(C)C)=O)C1=C(C=NN1C)[N+](=O)[O-] (tert-butyl ((3S,4R,7S)-3-fluoro-7-(1-methyl-4-nitro-1H-pyrazol-5-yl)oxepan-4-yl)carbamate), FC1=C(C=CC=C1)C=1SC=C(N1)C(=O)O (2-(2-fluorophenyl)thiazole-4-carboxylic acid). The product is N[C@@H]1CC[C@H](OC[C@H]1F)C1=C(C=NN1C)NC(=O)C=1N=C(SC1)C1=C(C=CC=C1)F (N-(5-((2S,5R,6S)-5-amino-6-fluorooxepan-2-yl)-1-methyl-1H-pyrazol-4-yl)-2-(2-fluorophenyl)thiazole-4-carboxamide). As a reaction SMILES: [F:1][C@H:2]1[C@H:8]([NH:9]C(=O)OC(C)(C)C)[CH2:7][CH2:6][C@@H:5]([C:17]2[N:21]([CH3:22])[N:20]=[CH:19][C:18]=2[N+:23]([O-])=O)[O:4][CH2:3]1.[F:26][C:27]1[CH:32]=[CH:31][CH:30]=[CH:29][C:28]=1[C:33]1[S:34][CH:35]=[C:36]([C:38](O)=[O:39])[N:37]=1>>[NH2:9][C@H:8]1[C@H:2]([F:1])[CH2:3][O:4][C@H:5]([C:17]2[N:21]([CH3:22])[N:20]=[CH:19][C:18]=2[NH:23][C:38]([C:36]2[N:37]=[C:33]([C:28]3[CH:29]=[CH:30][CH:31]=[CH:32][C:27]=3[F:26])[S:34][CH:35]=2)=[O:39])[CH2:6][CH2:7]1. Reported procedure: Following the procedure for Example 111 starting from tert-butyl ((3S,4R,7S)-3-fluoro-7-(1-methyl-4-nitro-1H-pyrazol-5-yl)oxepan-4-yl)carbamate (Intermediate 80), and replacing 5-((tert-butoxycarbonyl)amino)-2-(2,6-difluorophenyl)thiazole-4-carboxylic acid with 2-(2-fluorophenyl)thiazole-4-carboxylic acid (see Bioorg. Med. Chem. Lett. 2010, 20, 1758) gave 322. 1H NMR (400 MHz, DMSO-d6) δ 9.90 (s, 1H), 8.53 (s, 1H), 8.52-8.44 (m, 1H), 7.89 (s, 1H), 7.63-7.56 (m, 1H), 7.51-7.37 (m, 2H), 4.88 (dd, ... The reactants are CC1(COB(OC1)C=1C(=NC(=CC1)C)C#N)C (3-(5,5-Dimethyl-1,3,2-dioxaborinan-2-yl)-6-methyl-2-pyridinecarbonitrile), BrC1=NC=CC=N1 (2-bromopyrimidine), [F-].[Cs+] (CsF). The reagents and catalysts are C=1C=CC(=CC1)[P](C=2C=CC=CC2)(C=3C=CC=CC3)[Pd]([P](C=4C=CC=CC4)(C=5C=CC=CC5)C=6C=CC=CC6)([P](C=7C=CC=CC7)(C=8C=CC=CC8)C=9C=CC=CC9)[P](C=1C=CC=CC1)(C=1C=CC=CC1)C=1C=CC=CC1 (Pd(Ph3P)4), [Cu]I (CuI). The solvent is O1CCOCC1 (1,4-Dioxane). Reaction conditions: temperature 65 celsius, time 1 hour. Product: CC1=CC=C(C(=N1)C#N)C1=NC=CC=N1 (6-Methyl-3-(2-pyrimidinyl)-2-pyridinecarbonitrile), solid. As a reaction SMILES: CC1(C)COB([C:8]2[C:9]([C:15]#[N:16])=[N:10][C:11]([CH3:14])=[CH:12][CH:13]=2)OC1.Br[C:19]1[N:24]=[CH:23][CH:22]=[CH:21][N:20]=1.[F-].[Cs+]>C1C=CC([P]([Pd]([P](C2C=CC=CC=2)(C2C=CC=CC=2)C2C=CC=CC=2)([P](C2C=CC=CC=2)(C2C=CC=CC=2)C2C=CC=CC=2)[P](C2C=CC=CC=2)(C2C=CC=CC=2)C2C=CC=CC=2)(C2C=CC=CC=2)C2C=CC=CC=2)=CC=1.[Cu]I.O1CCOCC1>[CH3:14][C:11]1[N:10]=[C:9]([C:15]#[N:16])[C:8]([C:19]2[N:24]=[CH:23][CH:22]=[CH:21][N:20]=2)=[CH:13][CH:12]=1 |f:2.3,^1:30,32,51,70|. Procedure details: An alternative route to make D18 is: 3-(5,5-dimethyl-1,3,2-dioxaborinan-2-yl)-6-methyl-2-pyridinecarbonitrile D17 (50.6 mg) was dissolved 1,4-Dioxane (1 ml) under nitrogen in a vial, then 2-bromopyrimidine (42.0 mg, 0.264 mmol), CsF (67 mg, 0.441 mmol), Pd(Ph3P)4 (12 mg, 10.38 μmol) and CuI (7 mg, 0.037 mmol) were added in sequence. The vial was then capped and stirred at 65° C., after 1 hour the solvent was removed at reduced pressure and the residue partitioned between AcOEt (10 mls) and NaHCO... Reactants: Cc1onc(-c2ccccc2)c1-c1ccc(S(=O)(=O)NC(=O)CNC(=O)OC(C)(C)C)cc1, ClCCl. Yields the product Cc1onc(-c2ccccc2)c1-c1ccc(S(=O)(=O)NC(=O)CN)cc1. RXN SMILES: [CH3:1][c:2]1[c:3](-[c:13]2[cH:14][cH:15][c:16]([S:19](=[O:20])(=[O:21])[NH:22][C:23]([CH2:24][NH:25][C:26](=[O:27])[O:28][C:29]([CH3:30])([CH3:31])[CH3:32])=[O:33])[cH:17][cH:18]2)[c:4](-[c:7]2[cH:8][cH:9][cH:10][cH:11][cH:12]2)[n:5][o:6]1.[Cl:34][CH2:35][Cl:36]>>[CH3:1][c:2]1[c:3](-[c:13]2[cH:14][cH:15][c:16]([S:19](=[O:20])(=[O:21])[NH:22][C:23]([CH2:24][NH2:25])=[O:33])[cH:17][cH:18]2)[c:4](-[c:7]2[cH:8][cH:9][cH:10][cH:11][cH:12]2)[n:5][o:6]1.